From a dataset of the Open Reaction Database (ORD), a public repository of structured organic reaction records. describe an organic reaction: reactants, conditions, products, and yield Reaction SMILES: [OH:1]/[N:2]=[CH:3]/[C@H:4]1[CH2:9][CH2:8][C@:7]2([OH:24])[C@H:10]3[C@H:20]([CH2:21][CH2:22][C@:5]12[CH3:6])[C@:18]1([CH3:19])[C@@H:13]([CH2:14][C@@H:15]([OH:23])[CH2:16][CH2:17]1)[CH2:12][CH2:11]3.Cl.[BH3-]C#N.[Na+].[OH-].[Na+]>CO>[OH:1][NH:2][CH2:3][C@H:4]1[CH2:9][CH2:8][C@:7]2([OH:24])[C@H:10]3[C@H:20]([CH2:21][CH2:22][C@:5]12[CH3:6])[C@:18]1([CH3:19])[C@@H:13]([CH2:14][C@@H:15]([OH:23])[CH2:16][CH2:17]1)[CH2:12][CH2:11]3 |f:2.3,4.5|. Starting materials: O\N=C\[C@@H]1[C@]2(C)[C@](CC1)([C@@H]1CC[C@@H]3C[C@H](CC[C@]3(C)[C@H]1CC2)O)O ((E)-17β-hydroxyiminomethyl-5β-androstane-3β,14β-diol), [BH3-]C#N.[Na+] (NaBH3CN), Cl (HCl), Cl (HCl), [BH3-]C#N.[Na+] (NaBH3CN), [OH-].[Na+] (NaOH). Reported procedure: A stirred solution of 0.60 g of (E)-17β-hydroxyiminomethyl-5β-androstane-3β,14β-diol (prepared following the procedure described in DE 4,227,605 for similar compounds) in 6 ml of methanol was acidified to pH 3 with 1N HCl. 0.30 g of NaBH3CN were added and 0.1N HCl was continuously added, by means of a pH-stat, to maintain pH 2.8+3.0. After 6 hr, 0.15 g of NaBH3CN were added and the reaction was left on stirring overnight. The solution was basified to pH 10 with 2.5N NaOH and methanol was evapora... Reaction conditions: time 6 hour. Product: ONC[C@@H]1[C@]2(C)[C@](CC1)([C@@H]1CC[C@@H]3C[C@H](CC[C@]3(C)[C@H]1CC2)O)O (17β-Hydroxyaminomethyl-5β-androstane-3β,14β-diol). Run in CO (methanol), CO (methanol). Isolated yield 74.6%. Reactants: ClCCl, COC(=O)C#CC(O)c1ccc(F)cc1. The product is COC(=O)C#CC(=O)c1ccc(F)cc1. RXN SMILES: [CH2:16]([Cl:17])[Cl:18].[F:1][c:2]1[cH:3][cH:4][c:5]([CH:8]([C:9]#[C:10][C:11](=[O:12])[O:13][CH3:14])[OH:15])[cH:6][cH:7]1>>[F:1][c:2]1[cH:3][cH:4][c:5]([C:8]([C:9]#[C:10][C:11](=[O:12])[O:13][CH3:14])=[O:15])[cH:6][cH:7]1.